Task: describe an organic reaction: reactants, conditions, products, and yield. Dataset: the Open Reaction Database (ORD), a public repository of structured organic reaction records The reactants are CC(C)Cc1noc(C(=O)O)c1C(F)(F)F, ClCCl, Fc1nc(F)nc(F)n1, c1ccncc1. Yields the product CC(C)Cc1noc(C(=O)F)c1C(F)(F)F. Reaction SMILES: [CH2:1]([CH:2]([CH3:3])[CH3:4])[c:5]1[n:6][o:7][c:8]([C:14](=[O:15])[OH:16])[c:9]1[C:10]([F:11])([F:12])[F:13].[Cl:32][CH2:33][Cl:34].[F:23][c:24]1[n:25][c:26]([F:27])[n:28][c:29]([F:30])[n:31]1.[cH:17]1[cH:18][cH:19][n:20][cH:21][cH:22]1>>[CH2:1]([CH:2]([CH3:3])[CH3:4])[c:5]1[n:6][o:7][c:8]([C:14](=[O:16])[F:23])[c:9]1[C:10]([F:11])([F:12])[F:13]. The reactants are FC(C1=CC2=C(O[C@H](CO2)C(=O)O)C=C1)(F)F ((R)-6-(trifluoromethyl)-2,3-dihydrobenzo[1,4]dioxine-2-carboxylic acid), N1=C2C(=CC(=C1)N)COCC2 (7,8-dihydro-5H-pyrano[4,3-b]pyridin-3-ylamine). Product: N1=C2C(=CC(=C1)NC(=O)[C@H]1COC3=C(O1)C=CC(=C3)C(F)(F)F)COCC2 ((R)-6-Trifluoromethyl-2,3-dihydro-benzo[1,4]dioxine-2-carboxylic acid (7,8-dihydro-5H-pyrano[4,3-b]pyridin-3-yl)-amide). Yield: 91.2%. As a reaction SMILES: [F:1][C:2]([F:17])([F:16])[C:3]1[CH:15]=[CH:14][C:6]2[O:7][C@@H:8]([C:11]([OH:13])=O)[CH2:9][O:10][C:5]=2[CH:4]=1.[N:18]1[CH:23]=[C:22]([NH2:24])[CH:21]=[C:20]2[CH2:25][O:26][CH2:27][CH2:28][C:19]=12>>[N:18]1[CH:23]=[C:22]([NH:24][C:11]([C@@H:8]2[O:7][C:6]3[CH:14]=[CH:15][C:3]([C:2]([F:1])([F:17])[F:16])=[CH:4][C:5]=3[O:10][CH2:9]2)=[O:13])[CH:21]=[C:20]2[CH2:25][O:26][CH2:27][CH2:28][C:19]=12. Procedure details: The compound is prepared in a similar manner as Compound 18 by condensing (R)-6-(trifluoromethyl)-2,3-dihydrobenzo[1,4]dioxine-2-carboxylic acid (38 mg, 0.15 mmol) with 7,8-dihydro-5H-pyrano[4,3-b]pyridin-3-ylamine (42 mg, 0.28 mmol) for 16 hours and purified by semi-preparative HPLC (55-75 gradient) to give the titled amide (52 mg, 89%). m/z=381.1 (M+1)4. HPLC: 9.62 min. 1H NMR (400 MHz; d6-DMSO) δ 10.38 (m, 1H), 8.52 (d, 1H, J=2.3 Hz), 7.77 (d, 1H, J=2.3 Hz), 7.36 (d, 1H, J=2.0 Hz), 7.26-7.22 ... Starting materials: ClC1=CC(=CC=C1)C(=O)OO (3-chloroperbenzoic acid), Br[C@H]1[C@@]([C@@]2(CO2)CC[C@H]1OC(NC(CCl)=O)=O)(C(=CC)C)O ((3S*,4S*,5R*,6R*)-5-Bromo-6-chloroacetylcarbamoyloxy-4-hydroxy-4-(1-methylpropen-1-yl)-1-oxa-spiro[2.5]octane). The solvent is ClCCl (dichloromethane). Reaction conditions: time 5 hour. Yields the product Br[C@H]1[C@@]([C@@]2(CO2)CC[C@H]1OC(NC(CCl)=O)=O)(C1(OC1C)C)O ((3S*,4R*,5R*,6R*)-5-Bromo-6-chloroacetylcarbamoyloxy-4-hydroxy-4-(2,3-dimethyloxiran-2-yl)-1-oxa-spiro[2.5]octane). The yield is 30.5%. Reaction SMILES: ClC1C=CC=C(C(OO)=[O:9])C=1.[Br:12][C@@H:13]1[C@H:20]([O:21][C:22](=[O:28])[NH:23][C:24](=[O:27])[CH2:25][Cl:26])[CH2:19][CH2:18][C@@:15]2([O:17][CH2:16]2)[C@@:14]1([OH:33])[C:29]([CH3:32])=[CH:30][CH3:31]>ClCCl>[Br:12][C@@H:13]1[C@H:20]([O:21][C:22](=[O:28])[NH:23][C:24](=[O:27])[CH2:25][Cl:26])[CH2:19][CH2:18][C@@:15]2([O:17][CH2:16]2)[C@@:14]1([OH:33])[C:29]1([CH3:32])[CH:30]([CH3:31])[O:9]1. Procedure: 1.12 g (4.74 mmol) of 72% 3-chloroperbenzoic acid are added to a solution of 0.46 g (1.16 mmol) of the compound obtained in Example 1 in 30 ml of dichloromethane. The reaction mixture is stirred at room temperature for 5 hours. The solid formed during the course of the reaction is filtered off. After conventional treatment of the organic phase and purification by chromatography on silica gel twice (eluant: hexane/ethyl acetate, 3:2), 0.146 mg (0.354 mmol) of the expected compound is obtained in ... Reactants: C(=O)([O-])[O-].[K+].[K+] (K2CO3), BrCC1=C(C=CC=C1)Cl (1-(bromomethyl)-2-chloro-benzene), CC1=NN=C2N1C1=C(C=C2)NC(=C1)C (1,7-dimethyl-6H-pyrrolo[2,3-e][1,2,4]triazolo[4,3-a]pyridine). Solvent: CN(C)C=O (DMF), CC#N (MeCN). The product is ClC1=C(CN2C(=CC3=C2C=CC=2N3C(=NN2)C)C)C=CC=C1 (6-(2-chlorobenzyl)-1,7-dimethyl-6H-pyrrolo[2,3-e][1,2,4]triazolo[4,3-a]pyridine). Procedure: K2CO3 (44 mg, 0.32 mmol) and 1-(bromomethyl)-2-chloro-benzene (0.022 g, 0.11 mmol, Aldrich) were added to a solution of 1,7-dimethyl-6H-pyrrolo[2,3-e][1,2,4]triazolo[4,3-a]pyridine (20. mg, 0.11 mmol, from Example 2, Step 5) in DMF (3.0 mL). The reaction was heated to 50° C. for 35 minutes. The reaction mixture was diluted with MeCN, filtered and purified by preparative HPLC-MS (Waters XBridge C18, eluting with a gradient of MeCN/H2O containing 0.15% NH4OH) (2.6 mg, 8%). As a reaction SMILES: C([O-])([O-])=O.[K+].[K+].Br[CH2:8][C:9]1[CH:14]=[CH:13][CH:12]=[CH:11][C:10]=1[Cl:15].[CH3:16][C:17]1[N:21]2[C:22]3[CH:28]=[C:27]([CH3:29])[NH:26][C:23]=3[CH:24]=[CH:25][C:20]2=[N:19][N:18]=1>CN(C=O)C.CC#N>[Cl:15][C:10]1[CH:11]=[CH:12][CH:13]=[CH:14][C:9]=1[CH2:8][N:26]1[C:23]2[CH:24]=[CH:25][C:20]3[N:21]([C:17]([CH3:16])=[N:18][N:19]=3)[C:22]=2[CH:28]=[C:27]1[CH3:29] |f:0.1.2|. Conditions: temperature 50 celsius. Starting materials: CN(C)C=O, [Cl-], [H-], COc1cccc(C(O)COc2ccc(I)cc2)c1, CI, [NH4+], [Na+]. Product: COc1cccc(C(COc2ccc(I)cc2)OC)c1. RXN SMILES: [CH3:24][N:25]([CH3:26])[CH:27]=[O:28].[Cl-:22].[H-:20].[I:1][c:2]1[cH:3][cH:4][c:5]([O:6][CH2:7][CH:8]([OH:9])[c:10]2[cH:11][c:12]([O:16][CH3:17])[cH:13][cH:14][cH:15]2)[cH:18][cH:19]1.[I:29][CH3:30].[NH4+:23].[Na+:21]>>[I:1][c:2]1[cH:3][cH:4][c:5]([O:6][CH2:7][CH:8]([O:9][CH3:24])[c:10]2[cH:11][c:12]([O:16][CH3:17])[cH:13][cH:14][cH:15]2)[cH:18][cH:19]1. The reactants are CC(CC(C)(C1=CC=CC=C1)C)(C1=CC=CC=C1)C1=CC=C(C=C1)O (p-(1,3-dimethyl-1,3-diphenylbutyl)phenol), C([O-])([O-])=O.[K+].[K+] (potassium carbonate), C(=O)=O (carbon dioxide), O (water). Solvent: C1=CC=CC=C1 (benzene). Conditions: temperature 180 celsius, time 5 hour. Yields the product CC(CC(C)(C1=CC=CC=C1)C)(C1=CC=CC=C1)C1=CC=C(C(C(=O)O)=C1)O (5-(1,3-dimethyl-1,3-diphenylbutyl)salicylic acid). Yield: 84.9%. Reaction SMILES: [CH3:1][C:2]([C:19]1[CH:24]=[CH:23][C:22]([OH:25])=[CH:21][CH:20]=1)([C:13]1[CH:18]=[CH:17][CH:16]=[CH:15][CH:14]=1)[CH2:3][C:4]([CH3:12])([C:6]1[CH:11]=[CH:10][CH:9]=[CH:8][CH:7]=1)[CH3:5].[C:26](=O)([O-:28])[O-:27].[K+].[K+].C(=O)=O.O>C1C=CC=CC=1>[CH3:1][C:2]([C:19]1[CH:24]=[C:23]([C:26]([OH:28])=[O:27])[C:22]([OH:25])=[CH:21][CH:20]=1)([C:13]1[CH:14]=[CH:15][CH:16]=[CH:17][CH:18]=1)[CH2:3][C:4]([CH3:5])([C:6]1[CH:11]=[CH:10][CH:9]=[CH:8][CH:7]=1)[CH3:12] |f:1.2.3|. Procedure details: 33.0 g (0.1 mole) of p-(1,3-dimethyl-1,3-diphenylbutyl)phenol and 100 g of anhydrous potassium carbonate were placed in an autoclave and thereto, carbon dioxide gas was introduced at a pressure of 40 Kg/cm2. Then, the mixture was shaken at 180° C. for 5 hours. After cooling to room temperature, the pressure in the autoclave was returned to atmospheric pressure and then, 200 ml of water and 400 ml of benzene were added to the reaction product in the autoclave, followed by heating them in order to... Starting materials: [H-].[Na+] (sodium hydride), ClC=1C=C(C=CC1)N(C(OCC)=O)C1=C(C=C(C=C1C(F)(F)F)N)N (Ethyl 3-chlorophenyl[2,4-diamino-6-(trifluoromethyl)phenyl]carbamate), C([O-])(O)=O.[Na+] (sodium bicarbonate). The solvent is C(C)O (ethanol). Yields the product NC1=CC2=C(N(C(N2)=O)C2=CC(=CC=C2)Cl)C(=C1)C(F)(F)F (5-amino-1-(3-chlorophenyl)-7-(trifluoromethyl)-1,3-dihydro-2H-benzimidazol-2-one). The yield is 29.3%. Reaction SMILES: [Cl:1][C:2]1[CH:3]=[C:4]([N:8]([C:14]2[C:19]([C:20]([F:23])([F:22])[F:21])=[CH:18][C:17]([NH2:24])=[CH:16][C:15]=2[NH2:25])[C:9](=O)[O:10]CC)[CH:5]=[CH:6][CH:7]=1.[H-].[Na+].C(=O)(O)[O-].[Na+]>C(O)C>[NH2:24][C:17]1[CH:18]=[C:19]([C:20]([F:21])([F:22])[F:23])[C:14]2[N:8]([C:4]3[CH:5]=[CH:6][CH:7]=[C:2]([Cl:1])[CH:3]=3)[C:9](=[O:10])[NH:25][C:15]=2[CH:16]=1 |f:1.2,3.4|. Procedure: Ethyl 3-chlorophenyl[2,4-diamino-6-(trifluoromethyl)phenyl]carbamate (80.2 mg) was dissolved in ethanol (1 ml), and to the solution was added sodium hydride (8.6 mg). The reaction mixture was heated at reflux for 2.5 hours. After allowing to cool, to the reaction mixture was added saturated aqueous sodium bicarbonate solution, and the mixture was extracted with ethyl acetate. The organic layer was washed with saturated brine, dried over anhydrous magnesium sulfate, and concentrated in vacuo. The... Starting materials: Cl (hydrochloric acid), C(C)C1=C2C=CC(N(C2=CC(=N1)CC)CC1=CC=C(C=C1)C1=C(C=CC=C1)C=1N=NN(N1)C(C1=CC=CC=C1)(C1=CC=CC=C1)C1=CC=CC=C1)=O (5,7-diethyl-1-[(2'-(2-triphenylmethyl-2H-tetrazol-5-yl)biphenyl-4-yl)methyl]-1,6-naphthyridin-2(1H)-one). The solvent is CO (methanol). Run at time 30 minute. Yields the product Cl.C(C)C1=C2C=CC(N(C2=CC(=N1)CC)CC1=CC=C(C=C1)C1=C(C=CC=C1)C1=NN=NN1)=O (5,7-diethyl-1-[(2'-(1H-tetrazol-5-yl)biphenyl-4-yl)methyl]-1,6-naphthyridin-2(1H)-one hydrochloride). As a reaction SMILES: [ClH:1].[CH2:2]([C:4]1[N:13]=[C:12]([CH2:14][CH3:15])[CH:11]=[C:10]2[C:5]=1[CH:6]=[CH:7][C:8](=[O:53])[N:9]2[CH2:16][C:17]1[CH:22]=[CH:21][C:20]([C:23]2[CH:28]=[CH:27][CH:26]=[CH:25][C:24]=2[C:29]2[N:30]=[N:31][N:32](C(C3C=CC=CC=3)(C3C=CC=CC=3)C3C=CC=CC=3)[N:33]=2)=[CH:19][CH:18]=1)[CH3:3]>CO>[ClH:1].[CH2:2]([C:4]1[N:13]=[C:12]([CH2:14][CH3:15])[CH:11]=[C:10]2[C:5]=1[CH:6]=[CH:7][C:8](=[O:53])[N:9]2[CH2:16][C:17]1[CH:18]=[CH:19][C:20]([C:23]2[CH:28]=[CH:27][CH:26]=[CH:25][C:24]=2[C:29]2[NH:30][N:31]=[N:32][N:33]=2)=[CH:21][CH:22]=1)[CH3:3] |f:3.4|. Procedure details: Concentrated hydrochloric acid (0.5 ml) was added to a solution of 5,7-diethyl-1-[(2'-(2-triphenylmethyl-2H-tetrazol-5-yl)biphenyl-4-yl)methyl]-1,6-naphthyridin-2(1H)-one (500 mg) (A) in methanol (5 ml) and the mixture was stirred for 30 minutes. Volatile material was removed by evaporation and the residue was dissolved in hot ethanol. The solution was cooled, evaporated to small volume and the product collected by filtration to give 5,7-diethyl-1-[(2'-(1H-tetrazol-5-yl)biphenyl-4-yl)methyl]-1,6... The reactants are Nc1ncc(Br)cc1OCc1c(F)cccc1Cl, O=C(O)c1ccc(B(O)O)cc1, O=C([O-])[O-], CN(C)C=O, [K+], [K+], O, c1ccc(P(c2ccccc2)(c2ccccc2)[Pd](P(c2ccccc2)(c2ccccc2)c2ccccc2)(P(c2ccccc2)(c2ccccc2)c2ccccc2)P(c2ccccc2)(c2ccccc2)c2ccccc2)cc1. Yields the product Nc1ncc(-c2ccc(C(=O)O)cc2)cc1OCc1c(F)cccc1Cl. Reaction SMILES: [Br:1][c:2]1[cH:3][c:4]([O:9][CH2:10][c:11]2[c:12]([Cl:18])[cH:13][cH:14][cH:15][c:16]2[F:17])[c:5]([NH2:8])[n:6][cH:7]1.[C:19](=[O:20])([OH:21])[c:22]1[cH:23][cH:24][c:25]([B:28]([OH:29])[OH:30])[cH:26][cH:27]1.[C:31](=[O:32])([O-:33])[O-:34].[CH3:37][N:38]([CH3:39])[CH:40]=[O:41].[K+:35].[K+:36].[OH2:119].[cH:42]1[cH:43][cH:44][c:45]([P:46]([Pd:47]([P:48]([c:49]2[cH:50][cH:51][cH:52][cH:53][cH:54]2)([c:55]2[cH:56][cH:57][cH:58][cH:59][cH:60]2)[c:61]2[cH:62][cH:63][cH:64][cH:65][cH:66]2)([P:67]([c:68]2[cH:69][cH:70][cH:71][cH:72][cH:73]2)([c:74]2[cH:75][cH:76][cH:77][cH:78][cH:79]2)[c:80]2[cH:81][cH:82][cH:83][cH:84][cH:85]2)[P:86]([c:87]2[cH:88][cH:89][cH:90][cH:91][cH:92]2)([c:93]2[cH:94][cH:95][cH:96][cH:97][cH:98]2)[c:99]2[cH:100][cH:101][cH:102][cH:103][cH:104]2)([c:105]2[cH:106][cH:107][cH:108][cH:109][cH:110]2)[c:111]2[cH:112][cH:113][cH:114][cH:115][cH:116]2)[cH:117][cH:118]1>>[c:2]1(-[c:25]2[cH:24][cH:23][c:22]([C:19](=[O:20])[OH:21])[cH:27][cH:26]2)[cH:3][c:4]([O:9][CH2:10][c:11]2[c:12]([Cl:18])[cH:13][cH:14][cH:15][c:16]2[F:17])[c:5]([NH2:8])[n:6][cH:7]1.